From a dataset of the Open Reaction Database (ORD), a public repository of structured organic reaction records. describe an organic reaction: reactants, conditions, products, and yield The reactants are C(CS)(=O)OC (methyl thioglycolate), C1CCC2=NCCCN2CC1 (DBU), C1CCOC1 (THF), COC1(CCOCC1)C=1C=C(C=CC1)CBr (3-[(4-methoxy)tetrahydropyran-4-yl]-α-bromotoluene), C1CCOC1 (THF). Run in C(C)(=O)OCC (ethyl acetate). Run at temperature 5 celsius, time 2 hour. Yields the product COC1(CCOCC1)C=1C=C(C=CC1)C(C(=S)OC)C (methyl 3-[(4-methoxy)-tetrahydropyran-4-yl]phenyl-methylthioacetate). Yield: 72.0%. As a reaction SMILES: [CH3:1][O:2][C:3]1(C2C=C(CBr)C=CC=2)[CH2:8][CH2:7][O:6][CH2:5][CH2:4]1.C(OC)(=O)C[SH:19].[CH2:23]1[CH2:33][CH2:32]N2[C:26](=NCCC2)[CH2:25][CH2:24]1.[CH2:34]1[CH2:38][O:37][CH2:36][CH2:35]1>C(OCC)(=O)C>[CH3:1][O:2][C:3]1([C:33]2[CH:32]=[C:26]([CH:35]([CH3:34])[C:36]([O:37][CH3:38])=[S:19])[CH:25]=[CH:24][CH:23]=2)[CH2:4][CH2:5][O:6][CH2:7][CH2:8]1. Reported procedure: A solution of 3-[(4-methoxy)tetrahydropyran-4-yl]-α-bromotoluene (1.0 g, 3.87 mmol) in 10 mL of anhydrous THF was cooled to 5° C. A solution of methyl thioglycolate (0.41 g, 3.87 mmol) and DBU (0.59 g, 3.87 mmol) in 10 mL of THF was added while maintaining the temperature at 5° C. The reaction mixture was stirred for 2 h at room temperature. The reaction mixture was diluted with 250 mL of ethyl acetate, and the organic layer was washed with 1 N HCl (2×100 mL), saturated sodium bicarbonate (1×100... Reported procedure: To a solution of 6,11-dihydro-5H-pyrido[2,3-b][1,5] benzodiazepine (3 g, 15.2 mmol) in N,N-dimethylformamide under nitrogen were added solid potassium carbonate (6.3 g, 45.6 mmol). The mixture was treated dropwise with a solution of the crude 4-bromo-2-chlorobenzoyl chloride (22.9 mmol) in N,N-dimethylformamide. After stirring at room temperature for 15 minutes, water was added under stirring. The resulting solid was collected, dissolved in chloroform, and the solution washed with 1N NaOH and br... Reaction SMILES: [N:1]1[C:6]2[NH:7][C:8]3[CH:15]=[CH:14][CH:13]=[CH:12][C:9]=3[NH:10][CH2:11][C:5]=2[CH:4]=[CH:3][CH:2]=1.C(=O)([O-])[O-].[K+].[K+].[Br:22][C:23]1[CH:31]=[CH:30][C:26]([C:27](Cl)=[O:28])=[C:25]([Cl:32])[CH:24]=1.O>CN(C)C=O>[Br:22][C:23]1[CH:31]=[CH:30][C:26]([C:27]([C:15]2[C:8]3[NH:7][C:6]4[N:1]=[CH:2][CH:3]=[CH:4][C:5]=4[CH2:11][NH:10][C:9]=3[CH:12]=[CH:13][CH:14]=2)=[O:28])=[C:25]([Cl:32])[CH:24]=1 |f:1.2.3|. Run in CN(C=O)C (N,N-dimethylformamide), CN(C=O)C (N,N-dimethylformamide). Reactants: N1=CC=CC2=C1NC1=C(NC2)C=CC=C1 (6,11-dihydro-5H-pyrido[2,3-b][1,5] benzodiazepine), C([O-])([O-])=O.[K+].[K+] (potassium carbonate), BrC1=CC(=C(C(=O)Cl)C=C1)Cl (4-bromo-2-chlorobenzoyl chloride), O (water). The product is BrC1=CC(=C(C=C1)C(=O)C1=CC=CC=2NCC3=C(NC21)N=CC=C3)Cl ((4-Bromo-2-chloro-phenyl)-(5,11-dihydro-pyrido [2,3-b][1,5] benzodiazepin-10-yl)-methanone). Isolated yield 53.9%. Run at time 15 minute. Run in Hexanes, ClCCl (dichloromethane). Procedure: Crotonoyl chloride (21.5 g) in dichloromethane (CH2Cl2) (100 mL) was charged into a 2-L reaction flask and cooled to 0° C. 2-Methyl-pentan-3-ol (prepared as above in EXAMPLE I) (21 g) was added followed by diisopropylethylamine (31.9 g). The reaction mixture was aged at about 0-10° C. for about 30 minutes and poured into dilute hydrochloric acid (HCl) (33 g in 170 g water). Hexanes were added and the aqueous and organic layers were split. The organic layer was separated and subsequently purified... Reactants: C(C)(C)N(CC)C(C)C (diisopropylethylamine), Cl (hydrochloric acid), C(\C=C\C)(=O)Cl (Crotonoyl chloride), 2-L, CC(C)C(CC)O (2-Methyl-pentan-3-ol). As a reaction SMILES: [C:1](Cl)(=[O:5])/[CH:2]=[CH:3]/[CH3:4].[CH3:7][CH:8]([CH:10]([OH:13])[CH2:11][CH3:12])[CH3:9].C(N(C(C)C)CC)(C)C.Cl>ClCCl>[CH2:11]([CH:10]([O:13][C:1](=[O:5])[CH2:2][CH:3]=[CH2:4])[CH:8]([CH3:9])[CH3:7])[CH3:12]. Yield: 80.0%. Product: C(C)C(C(C)C)OC(CC=C)=O (but-3-enoic acid 1-ethyl-2-methyl-propyl ester). Conditions: temperature 0 celsius, time 30 minute. Starting materials: BrC1=CC=C(C=C1)[C@H]1[C@@]2(C(N(C(N2C)=O)C2=CC(=CC(=C2)Cl)Cl)=O)CCC1 ((5R*,6S*)-6-(4-bromophenyl)-3-(3,5-dichlorophenyl)-1-methyl-1,3-diazaspiro[4.4]nonane-2,4-dione), FC1=CC=C(C=C1)B(O)O (4-fluorophenylboronic acid). Yields the product ClC=1C=C(C=C(C1)Cl)N1C(N([C@@]2(C1=O)[C@@H](CCC2)C2=CC=C(C=C2)C2=CC=C(C=C2)F)C)=O ((5R*,6S*)-3-(3,5-Dichlorophenyl)-6-(4′-fluorobiphenyl-4-yl)-1-methyl-1,3-diazaspiro[4.4]nonane-2,4-dione). The yield is 14.6%. As a reaction SMILES: Br[C:2]1[CH:7]=[CH:6][C:5]([C@@H:8]2[CH2:27][CH2:26][CH2:25][C@:9]32[N:13]([CH3:14])[C:12](=[O:15])[N:11]([C:16]2[CH:21]=[C:20]([Cl:22])[CH:19]=[C:18]([Cl:23])[CH:17]=2)[C:10]3=[O:24])=[CH:4][CH:3]=1.[F:28][C:29]1[CH:34]=[CH:33][C:32](B(O)O)=[CH:31][CH:30]=1>>[Cl:23][C:18]1[CH:17]=[C:16]([N:11]2[C:10](=[O:24])[C@:9]3([CH2:25][CH2:26][CH2:27][C@H:8]3[C:5]3[CH:6]=[CH:7][C:2]([C:32]4[CH:33]=[CH:34][C:29]([F:28])=[CH:30][CH:31]=4)=[CH:3][CH:4]=3)[N:13]([CH3:14])[C:12]2=[O:15])[CH:21]=[C:20]([Cl:22])[CH:19]=1. Procedure details: Using the procedure described in Example 8 (5R*,6S*)-6-(4-bromophenyl)-3-(3,5-dichlorophenyl)-1-methyl-1,3-diazaspiro[4.4]nonane-2,4-dione (80 mg, 0.17 mmol) (Example 1) was reacted with 4-fluorophenylboronic acid (71.4 mg, 0.51 mmol) to yield the above-titled compound (12 mg) as a white solid. 1H NMR (CDCl3): 7.45-7.55 (4H, m), 7.05-7.25 (5H, m), 6.62 (2H, m), 3.46 (1H, dd, J1=12.9 Hz, J2=6.3 Hz), 3.18 (3H, s), 2.5-2.75 (1H, m), 1.85-2.45 (5H, m). The reactants are N1=CC(=CC=C1)C (3-picoline), BrC1=NN(C(=C1)C(=O)O)C1=NC=CC=C1Cl (3-bromo-1-(3-chloro-2-pyridinyl)-1H-pyrazole-5-carboxylic acid), NC1=C(C(=O)NC)C=C(C=C1C)Cl (2-amino-5-chloro-N,3-dimethylbenzamide), NC1=C(C(=O)NC)C=C(C=C1C)Cl (2-amino-5-chloro-N,3-dimethylbenzamide), CS(=O)(=O)Cl (methanesulfonyl chloride). Run in O (water), C(C)#N (acetonitrile), C(C)#N (acetonitrile). Run at temperature -5 celsius, time 15 minute. Yields the product BrC1=NN(C(=C1)C(=O)NC1=C(C=C(C=C1C(=O)NC)Cl)C)C1=NC=CC=C1Cl (3-bromo-N-[4-chloro-2-methyl-6-[(methylamino)carbonyl]phenyl]-1-(3-chloro-2-pyridinyl)-1H-pyrazole-5-carboxamide). As a reaction SMILES: [Br:1][C:2]1[CH:6]=[C:5]([C:7]([OH:9])=O)[N:4]([C:10]2[C:15]([Cl:16])=[CH:14][CH:13]=[CH:12][N:11]=2)[N:3]=1.[NH2:17][C:18]1[C:27]([CH3:28])=[CH:26][C:25]([Cl:29])=[CH:24][C:19]=1[C:20]([NH:22][CH3:23])=[O:21].N1C=CC=C(C)C=1.CS(Cl)(=O)=O>C(#N)C.O>[Br:1][C:2]1[CH:6]=[C:5]([C:7]([NH:17][C:18]2[C:19]([C:20]([NH:22][CH3:23])=[O:21])=[CH:24][C:25]([Cl:29])=[CH:26][C:27]=2[CH3:28])=[O:9])[N:4]([C:10]2[C:15]([Cl:16])=[CH:14][CH:13]=[CH:12][N:11]=2)[N:3]=1. Procedure details: To a mixture of 3-bromo-1-(3-chloro-2-pyridinyl)-1H-pyrazole-5-carboxylic acid (see PCT Patent Publication WO 03/015519 for preparation) (93.6% purity, 16.16 g, 50.0 mmol) and 2-amino-5-chloro-N,3-dimethylbenzamide (i.e. the product of Examples 1, 3, 4 and 5) (10.43 g, 52.5 mmol) in acetonitrile (35 mL) was added 3-picoline (12.65 mL, 12.11 g, 130 mmol). The mixture was cooled to −5° C., and then a solution of methanesulfonyl chloride (4.64 mL, 6.89 g, 60 mmol) in acetonitrile (10 mL) was added ... Starting materials: C1(=CC=CC=C1)SC1C[C@H](NC1)C(=O)O (4-(phenylthio)-L-proline), C1(=CC=CC=C1)S[C@H]1C[C@H](NC1)C(=O)O ((4S)-4-(phenylthio)-L-proline), BrCC(=O)Cl (bromoacetyl chloride), C[Si](C)(C)C(C(=O)N)[Si](C)(C)C (bis(trimethylsilyl)acetamide). Solvent: C(Cl)Cl (methylene chloride). Conditions: time 2 hour. The product is BrCC(=O)N1[C@H](C(=O)O)C[C@@H](C1)SC1=CC=CC=C1 ((4S)-1-(Bromoacetyl)-4-(phenylthio)-L-proline). Reaction SMILES: [C:1]1([S:7][C@@H:8]2[CH2:12][NH:11][C@H:10]([C:13]([OH:15])=[O:14])[CH2:9]2)[CH:6]=[CH:5][CH:4]=[CH:3][CH:2]=1.C[Si](C([Si](C)(C)C)C(N)=O)(C)C.[Br:28][CH2:29][C:30](Cl)=[O:31].C1(SC2CN[C@H](C(O)=O)C2)C=CC=CC=1>C(Cl)Cl>[Br:28][CH2:29][C:30]([N:11]1[CH2:12][C@@H:8]([S:7][C:1]2[CH:6]=[CH:5][CH:4]=[CH:3][CH:2]=2)[CH2:9][C@H:10]1[C:13]([OH:15])=[O:14])=[O:31]. Procedure details: To a suspension of (4S)-4-(phenylthio)-L-proline (2.2 g., 10 mmole) in methylene chloride (50 ml., freshly distilled) is added bis(trimethylsilyl)acetamide (7.35 ml., 30 mmole). The reaction mixture is stirred at room temperature for 2 hours until it becomes almost clear. The reaction mixture is then cooled to -5° and bromoacetyl chloride (1.9 g., 1.0 ml., 12 mmole) is added dropwise keeping the temperature at -5°. After stirring overnight (-5° to room temperature), the reaction mixture is conce...